Dataset: the Open Reaction Database (ORD), a public repository of structured organic reaction records. Task: describe an organic reaction: reactants, conditions, products, and yield Reactants: CN1N=CC(=C1N=COCC)C#N (1-methyl-4-cyano-5-ethoxymethyleneaminopyrazole), C(C)O (ethanol), O.NN (hydrazine hydrate). Yields the product CN1N=CC2=C1N=CNC2=NN (1,5-Dihydro-1-methyl-4H-pyrazolo[3,4-d]pyrimidin-4-one hydrazone). As a reaction SMILES: C[N:2]1[C:6]([N:7]=[CH:8]OCC)=[C:5]([C:12]#[N:13])[CH:4]=[N:3]1.O.[NH2:15][NH2:16].[CH2:17](O)C>>[CH3:17][N:15]1[C:12]2[N:13]=[CH:8][NH:7][C:6](=[N:2][NH2:3])[C:5]=2[CH:4]=[N:16]1 |f:1.2|. Procedure details: 160 g. of 1-methyl-4-cyano-5-ethoxymethyleneaminopyrazole are dissolved in 1 liter of absolute ethanol and 76.0 g. of hydrazine hydrate are added dropwise with stirring. This mixture is refluxed for 8 hours. After cooling, the product, 1,5-dihydro-1-methyl-4H-pyrazolo-[3,4-d]pyrimidin-4-one hydrazone, is filtered under suction and crystallized from dimethylformamide, yield 135 g., m.p. 231°. Starting materials: O=C(c1cc(C(F)(F)F)cc(C(F)(F)F)c1)N1CCN(Cc2ccccc2)CC1Cc1c[nH]c2ccccc12, CCO, O=C[O-], [NH4+]. Product: O=C(c1cc(C(F)(F)F)cc(C(F)(F)F)c1)N1CCNCC1Cc1c[nH]c2ccccc12. Reaction SMILES: [CH2:1]([c:2]1[cH:3][cH:4][cH:5][cH:6][cH:7]1)[N:8]1[CH2:9][CH:10]([CH2:30][c:31]2[cH:32][nH:33][c:34]3[cH:35][cH:36][cH:37][cH:38][c:39]23)[N:11]([C:14]([c:15]2[cH:16][c:17]([C:25]([F:26])([F:27])[F:28])[cH:18][c:19]([C:21]([F:22])([F:23])[F:24])[cH:20]2)=[O:29])[CH2:12][CH2:13]1.[CH3:44][CH2:45][OH:46].[CH:40]([O-:41])=[O:42].[NH4+:43]>>[NH:8]1[CH2:9][CH:10]([CH2:30][c:31]2[cH:32][nH:33][c:34]3[cH:35][cH:36][cH:37][cH:38][c:39]23)[N:11]([C:14]([c:15]2[cH:16][c:17]([C:25]([F:26])([F:27])[F:28])[cH:18][c:19]([C:21]([F:22])([F:23])[F:24])[cH:20]2)=[O:29])[CH2:12][CH2:13]1.